This data is from the Open Reaction Database (ORD), a public repository of structured organic reaction records. The task is: describe an organic reaction: reactants, conditions, products, and yield Reactants: CCc1ccccc1CC, CS(=O)(=O)O, O=P(Cl)(Cl)Cl. The product is CCc1cccc(S(C)(=O)=O)c1CC. Reaction SMILES: [CH2:1]([CH3:2])[c:3]1[c:4]([CH2:9][CH3:10])[cH:5][cH:6][cH:7][cH:8]1.[CH3:11][S:12](=[O:13])(=[O:14])[OH:15].[P:16]([Cl:17])([Cl:18])([Cl:19])=[O:20]>>[CH2:1]([CH3:2])[c:3]1[c:4]([CH2:9][CH3:10])[c:5]([S:12]([CH3:11])(=[O:13])=[O:14])[cH:6][cH:7][cH:8]1. Reactants: [Na] (sodium), C(CC(=O)C)(=O)OCC (ethyl acetoacetate), ClC1=C(OCC(=O)O)C=CC(=C1Cl)C(C=C(C)C)=O ((2,3-dichloro-4-(3-methyl-1-oxo-2-butenyl)phenoxy]acetic acid), C(C)O (ethanol). Yields the product ClC1=C(OCC(=O)O)C=CC(=C1Cl)C1=CC(CC(C1)(C)C)=O ([2,3-dichloro-4-(5,5-dimethyl-3-oxo-1-cyclohexen-1-yl)phenoxy]acetic acid). RXN SMILES: [Na].C(OCC)(=O)[CH2:3][C:4](C)=[O:5].[Cl:11][C:12]1[C:22]([Cl:23])=[C:21]([C:24](=O)[CH:25]=[C:26]([CH3:28])[CH3:27])[CH:20]=[CH:19][C:13]=1[O:14][CH2:15][C:16]([OH:18])=[O:17].[CH2:30](O)C>>[Cl:11][C:12]1[C:22]([Cl:23])=[C:21]([C:24]2[CH2:25][C:26]([CH3:28])([CH3:30])[CH2:27][C:4](=[O:5])[CH:3]=2)[CH:20]=[CH:19][C:13]=1[O:14][CH2:15][C:16]([OH:18])=[O:17] |^1:0|. Reported procedure: To a stirred solution of sodium (1.449 g, 0.063 mole) in ethanol (150 ml) and ethyl acetoacetate (8.20 g, 0.063 mole) was added (2,3-dichloro-4-(3-methyl-1-oxo-2-butenyl)phenoxy]acetic acid (9.09 g, 0.03 mole). The reaction mixture was heated at reflux for 31/2 hours then the solvent was distilled at reduced pressure. The residue was acidified with hydrochloric acid, extracted with ether and sodium bicarbonate, acidified with hydrochloric acid, extracted with ether and methylene chloride, washed... The reactants are Cl (HCl), [OH-].[Na+] (sodium hydroxide), O (water), C(C)(C)(C)[SiH2]OC(C=1C=C(C=CC1)C1=CC=C2C=NC(=NN21)S(=O)(=O)C)(C)C (7-[3-(tert-Butyl-dimethyl-silanyloxymethyl)-phenyl]-2-methanesulfonyl-pyrrolo[2,1-f][1,2,4]triazine). Solvent: O1CCOCC1 (1,4-dioxane). The yield is 37.0%. Procedure details: 7-[3-(tert-Butyl-dimethyl-silanyloxymethyl)-phenyl]-2-methanesulfonyl-pyrrolo[2,1-f][1,2,4]triazine (800 mg, 1.92 mmol) was dissolved in 1,4-dioxane (5.00 mL) and 5.00 M sodium hydroxide in water (5.00 mL, 25.0 mmol) was added. The reaction was heated at 80° C. for 2 hours and then acidified to pH 6 with conc. HCl. The product was then extracted with DCM (100 mL) and the organic layer was dried over sodium sulfate, filtered, and concentrated under reduced pressure. Purification by silica gel chr... RXN SMILES: [C:1]([SiH2:5][O:6][C:7]([CH3:28])([CH3:27])[C:8]1[CH:9]=[C:10]([C:14]2[N:22]3[C:17]([CH:18]=[N:19][C:20](S(C)(=O)=O)=[N:21]3)=[CH:16][CH:15]=2)[CH:11]=[CH:12][CH:13]=1)([CH3:4])([CH3:3])[CH3:2].[OH-:29].[Na+].O.Cl>O1CCOCC1>[C:1]([SiH2:5][O:6][C:7]([CH3:28])([CH3:27])[C:8]1[CH:9]=[C:10]([C:14]2[N:22]3[C:17]([CH:18]=[N:19][C:20]([OH:29])=[N:21]3)=[CH:16][CH:15]=2)[CH:11]=[CH:12][CH:13]=1)([CH3:4])([CH3:3])[CH3:2] |f:1.2|. Conditions: temperature 80 celsius. Product: C(C)(C)(C)[SiH2]OC(C=1C=C(C=CC1)C1=CC=C2C=NC(=NN21)O)(C)C (7-[3-(tert-butyl-dimethyl-silanyloxymethyl)-phenyl]-pyrrolo[2,1-f][1,2,4]triazin-2-ol).